Dataset: the Open Reaction Database (ORD), a public repository of structured organic reaction records. Task: describe an organic reaction: reactants, conditions, products, and yield Starting materials: C(C1=CC=CC=C1)(=O)O (Benzoic acid), CS(=O)(=O)ON1N=NC2=C1C=CC=C2 (1-methanesulfonyloxy-1,2,3-benzotriazole). The solvent is C(C)N(CC)CC (triethylamine), ClCCl (dichloromethane). Run at time 3 hour. Product: C(C1=CC=CC=C1)(=O)ON1N=NC2=C1C=CC=C2 (1-benzoyloxy-1,2,3-benzotriazole). Isolated yield 104.6%. RXN SMILES: [C:1]([OH:9])(=[O:8])[C:2]1[CH:7]=[CH:6][CH:5]=[CH:4][CH:3]=1.CS(O[N:15]1[C:19]2[CH:20]=[CH:21][CH:22]=[CH:23][C:18]=2[N:17]=[N:16]1)(=O)=O>C(N(CC)CC)C.ClCCl>[C:1]([O:9][N:15]1[C:19]2[CH:20]=[CH:21][CH:22]=[CH:23][C:18]=2[N:17]=[N:16]1)(=[O:8])[C:2]1[CH:7]=[CH:6][CH:5]=[CH:4][CH:3]=1. Procedure details: Benzoic acid (2.44 g) is dissolved in a solution of triethylamine (2.80 ml) in dichloromethane (20 ml) under ice-cooling. To the solution is added 1-methanesulfonyloxy-1,2,3-benzotriazole (4.26 g) and the mixture is stirred at room temperature for 3 hours. The reaction mixture is washed with water, a saturated aqueous sodium hydrogen carbonate and water in order and dried to give crystals of 1-benzoyloxy-1,2,3-benzotriazole (5.0 g). The product is dissolved in dichloromethane (20 ml) and thereto... The reactants are CCCCCCCCCCCCCCCCCCCCOc1c(-c2ccccc2)cc(N)cc1-c1ccccc1, CC(=O)c1cccc(C(C)=Nc2c(C)cc(C)cc2C)n1, Cc1ccccc1. Product: CCCCCCCCCCCCCCCCCCCCOc1c(-c2ccccc2)cc(N=C(C)c2cccc(C(C)=Nc3c(C)cc(C)cc3C)n2)cc1-c1ccccc1. As a reaction SMILES: [CH2:22]([CH2:23][CH2:24][CH2:25][CH2:26][CH2:27][CH2:28][CH2:29][CH2:30][CH2:31][CH2:32][CH2:33][CH2:34][CH2:35][CH2:36][CH2:37][CH2:38][CH2:39][CH2:40][CH3:41])[O:42][c:43]1[c:44](-[c:56]2[cH:57][cH:58][cH:59][cH:60][cH:61]2)[cH:45][c:46]([NH2:47])[cH:48][c:49]1-[c:50]1[cH:51][cH:52][cH:53][cH:54][cH:55]1.[CH3:1][c:2]1[c:3]([N:10]=[C:11]([CH3:12])[c:13]2[n:14][c:15]([C:19]([CH3:20])=[O:21])[cH:16][cH:17][cH:18]2)[c:4]([CH3:9])[cH:5][c:6]([CH3:8])[cH:7]1.[CH3:62][c:63]1[cH:64][cH:65][cH:66][cH:67][cH:68]1>>[CH3:1][c:2]1[c:3]([N:10]=[C:11]([CH3:12])[c:13]2[n:14][c:15]([C:19]([CH3:20])=[N:47][c:46]3[cH:45][c:44](-[c:56]4[cH:57][cH:58][cH:59][cH:60][cH:61]4)[c:43]([O:42][CH2:22][CH2:23][CH2:24][CH2:25][CH2:26][CH2:27][CH2:28][CH2:29][CH2:30][CH2:31][CH2:32][CH2:33][CH2:34][CH2:35][CH2:36][CH2:37][CH2:38][CH2:39][CH2:40][CH3:41])[c:49](-[c:50]4[cH:51][cH:52][cH:53][cH:54][cH:55]4)[cH:48]3)[cH:16][cH:17][cH:18]2)[c:4]([CH3:9])[cH:5][c:6]([CH3:8])[cH:7]1. Product: CC(C)c1cc2c(c(-c3ccc(F)cc3)c1C(=O)c1ccc(C(C)(C)C)cc1)C(O)CC(C)(C)O2. As a reaction SMILES: [BH3:12].[C:24]([CH3:25])([CH3:26])([CH3:27])[c:28]1[cH:29][cH:30][c:31]([C:32](=[O:33])[c:34]2[c:35](-[c:50]3[cH:51][cH:52][c:53]([F:56])[cH:54][cH:55]3)[c:36]3[c:41]([cH:42][c:43]2[CH:44]([CH3:45])[CH3:46])[O:40][C:39]([CH3:47])([CH3:48])[CH2:38][C:37]3=[O:49])[cH:57][cH:58]1.[CH2:1]([N:2]([CH2:3][CH3:4])[c:5]1[cH:6][cH:7][cH:8][cH:9][cH:10]1)[CH3:11].[CH3:59][OH:60].[NH2:13][CH:14]1[c:15]2[c:16]([cH:17][cH:18][cH:19][cH:20]2)[CH2:21][CH:22]1[OH:23].[O:61]1[CH2:62][CH2:63][CH2:64][CH2:65]1>>[C:24]([CH3:25])([CH3:26])([CH3:27])[c:28]1[cH:29][cH:30][c:31]([C:32](=[O:33])[c:34]2[c:35](-[c:50]3[cH:51][cH:52][c:53]([F:56])[cH:54][cH:55]3)[c:36]3[c:41]([cH:42][c:43]2[CH:44]([CH3:45])[CH3:46])[O:40][C:39]([CH3:47])([CH3:48])[CH2:38][CH:37]3[OH:49])[cH:57][cH:58]1. Starting materials: B, CC(C)c1cc2c(c(-c3ccc(F)cc3)c1C(=O)c1ccc(C(C)(C)C)cc1)C(=O)CC(C)(C)O2, CCN(CC)c1ccccc1, CO, NC1c2ccccc2CC1O, C1CCOC1. Reactants: [Cl-].[Al+3].[Cl-].[Cl-] (aluminum chloride), C1(=CC=CC=C1)CC1=CC=CC=C1 (diphenylmethane), C(C1=CC=CC=C1)(=O)Cl (benzoyl chloride). Run in [N+](=O)([O-])C1=CC=CC=C1 (nitrobenzene), [N+](=O)([O-])C1=CC=CC=C1 (nitrobenzene). Reaction conditions: temperature 70 celsius. Yields the product C(C1=CC=CC=C1)(=O)C1=CC=C(C=C1)CC1=CC=C(C=C1)C(C1=CC=CC=C1)=O (1,1-bis(4-benzoylphenyl)methane). The yield is 67.3%. RXN SMILES: [Cl-].[Al+3].[Cl-].[Cl-].[C:5](Cl)(=[O:12])[C:6]1[CH:11]=[CH:10][CH:9]=[CH:8][CH:7]=1.[C:14]1([CH2:20][C:21]2[CH:26]=[CH:25][CH:24]=[CH:23][CH:22]=2)[CH:19]=[CH:18][CH:17]=[CH:16][CH:15]=1>[N+](C1C=CC=CC=1)([O-])=O>[C:5]([C:17]1[CH:18]=[CH:19][C:14]([CH2:20][C:21]2[CH:22]=[CH:23][C:24]([C:5](=[O:12])[C:6]3[CH:11]=[CH:10][CH:9]=[CH:8][CH:7]=3)=[CH:25][CH:26]=2)=[CH:15][CH:16]=1)(=[O:12])[C:6]1[CH:11]=[CH:10][CH:9]=[CH:8][CH:7]=1 |f:0.1.2.3|. Procedure: In a 5-liter four-necked flask equipped with a stirring device, a thermometer, a condenser and a nitrogen substituting device, 317.0 g of aluminum chloride and 1.5 liters of nitrobenzene were mixed and then 209.0 g of benzoyl chloride was introduced with ice cooling to be dissolved, and then a solution of 100.0 g of diphenylmethane in 100 milliliters of nitrobenzene was added dropwise for 30 minutes. 30 minutes after the end of the dropwise adding, the temperature was increased to 70° C. by remo... Reactants: C(C1=CC=CC=C1)(=O)OC1=C(N=C(N(C1=O)C)C1N(C2=CC=CC=C2C1)C(=O)OCC1=CC=CC=C1)C(=O)OC (Benzyl 2-[5-(benzoyloxy)-4-(methoxycarbonyl)-1-methyl-6-oxo-1,6-dihydropyrimidin-2-yl]indoline-1-carboxylate). The solvent is CCOC(=O)C (EtOAc), [Pd] (Pd/C). Yields the product N1C(CC2=CC=CC=C12)C=1N(C(C(=C(N1)C(=O)OC)OC(C1=CC=CC=C1)=O)=O)C (Methyl 2-(2,3-dihydro-1H-indol-2-yl)-1-methyl-5-benzoyloxy-6-oxo-1,6-dihydropyrimidine-4-carboxylate). Reaction SMILES: [C:1]([O:9][C:10]1[C:15](=[O:16])[N:14]([CH3:17])[C:13]([CH:18]2[CH2:26][C:25]3[C:20](=[CH:21][CH:22]=[CH:23][CH:24]=3)[N:19]2C(OCC2C=CC=CC=2)=O)=[N:12][C:11]=1[C:37]([O:39][CH3:40])=[O:38])(=[O:8])[C:2]1[CH:7]=[CH:6][CH:5]=[CH:4][CH:3]=1>CCOC(C)=O.[Pd]>[NH:19]1[C:20]2[C:25](=[CH:24][CH:23]=[CH:22][CH:21]=2)[CH2:26][CH:18]1[C:13]1[N:14]([CH3:17])[C:15](=[O:16])[C:10]([O:9][C:1](=[O:8])[C:2]2[CH:3]=[CH:4][CH:5]=[CH:6][CH:7]=2)=[C:11]([C:37]([O:39][CH3:40])=[O:38])[N:12]=1. Procedure: Benzyl 2-[5-(benzoyloxy)-4-(methoxycarbonyl)-1-methyl-6-oxo-1,6-dihydropyrimidin-2-yl]indoline-1-carboxylate was dissolved in EtOAc and hydrogenated at atmospheric pressure on 10% Pd/C overnight. The crude title product was obtained after filtration and evaporation